This data is from the Open Reaction Database (ORD), a public repository of structured organic reaction records. The task is: describe an organic reaction: reactants, conditions, products, and yield Reactants: N12CC(C(CC1)C2)=O (1-azabicyclo[2.2.1]heptan-3-one), C(C1=CC=CC=C1)=O (benzaldehyde), [OH-].[Na+] (sodium hydroxide). Solvent: C(C)O (ethanol). Product: C1(=CC=CC=C1)C=C1N2CCC(C1=O)C2 (2-(Phenylmethylene)-1-azabicyclo[2.2.1]heptan-3-one). Reaction SMILES: [N:1]12[CH2:7][CH:4]([CH2:5][CH2:6]1)[C:3](=[O:8])[CH2:2]2.[CH:9](=O)[C:10]1[CH:15]=[CH:14][CH:13]=[CH:12][CH:11]=1.[OH-].[Na+]>C(O)C>[C:10]1([CH:9]=[C:2]2[C:3](=[O:8])[CH:4]3[CH2:7][N:1]2[CH2:6][CH2:5]3)[CH:15]=[CH:14][CH:13]=[CH:12][CH:11]=1 |f:2.3|. Reported procedure: A mixture of 1-azabicyclo[2.2.1]heptan-3-one (2.65 g), benzaldehyde (3.64 ml) and sodium hydroxide (1.15 g) in ethanol (25 ml) was heated at reflux for 40 min. After cooling the solvent was removed in vacuo and the residue partitioned between dichloromethane (300 ml) and water (300 ml). The aqueous layer was further extracted with dichloromethane (2×300 ml). The organic extracts were combined, backwashed with brine (100 ml), dried and concentrated in vacuo to give an orange oil (5.84 g). The oil...